From a dataset of the Open Reaction Database (ORD), a public repository of structured organic reaction records. describe an organic reaction: reactants, conditions, products, and yield RXN SMILES: [N:1]1[CH:2]=[C:3]([C:14](=[O:16])[CH3:15])[N:4]2[C:8]3[CH2:9][CH2:10][CH2:11][CH2:12][CH2:13][C:7]=3[S:6][C:5]=12.[CH3:17][O:18][C:19]1[CH:20]=[CH:21][C:22]([CH:25]=O)=[CH:23][CH:24]=1>>[CH3:17][O:18][C:19]1[CH:20]=[CH:21][C:22]([CH:25]=[CH:15][C:14]([C:3]2[N:4]3[C:5]([S:6][C:7]4[CH2:13][CH2:12][CH2:11][CH2:10][CH2:9][C:8]=43)=[N:1][CH:2]=2)=[O:16])=[CH:23][CH:24]=1. The reactants are N=1C=C(N2C1SC1=C2CCCCC1)C(C)=O (1-(6,7,8,9-tetrahydro-5H-cyclohept[d]imidazo[2,1-b]thiazol-3-yl)-ethanone), COC=1C=CC(=CC1)C=O (anisaldehyde). Yields the product COC1=CC=C(C=C1)C=CC(=O)C1=CN=C2SC3=C(N21)CCCCC3 (3-(4-Methoxyphenyl)-1-(6,7,8,9-tetrahydro-5H-cyclohept[d]imidazo[2,1-b]thiazol-3-yl)-2-propene-1-one). Procedure: 1-(6,7,8,9-tetrahydro-5H-cyclohept[d]imidazo[2,1-b]thiazol-3-yl)-ethanone (Formula N-4), 0.44 g, and anisaldehyde (0.5 mL) were condensed according to non-critical variations in PREPARATION 15 to produce 3-(4-Methoxyphenyl)-1-(6,7,8,9-tetrahydro-5H-cyclohept[d]imidazo[2,1-b]thiazol-3-yl)-2-propene-1-one, 0.65 g, (Formula N-5, X=4-methoxy), m.p. 180-187°. The reactants are Cc1cn(Cc2ccccc2)c(=O)n(CCCNC(=O)OC(C)(C)C)c1=O, CCOC(C)=O, Cl. Product: Cl, Cc1cn(Cc2ccccc2)c(=O)n(CCCN)c1=O. RXN SMILES: [C:1]([O:2][C:3](=[O:4])[NH:8][CH2:9][CH2:10][CH2:11][n:12]1[c:13](=[O:27])[n:14]([CH2:20][c:21]2[cH:22][cH:23][cH:24][cH:25][cH:26]2)[cH:15][c:16]([CH3:19])[c:17]1=[O:18])([CH3:5])([CH3:6])[CH3:7].[CH3:29][CH2:30][O:31][C:32](=[O:33])[CH3:34].[ClH:28]>>[ClH:28].[NH2:8][CH2:9][CH2:10][CH2:11][n:12]1[c:13](=[O:27])[n:14]([CH2:20][c:21]2[cH:22][cH:23][cH:24][cH:25][cH:26]2)[cH:15][c:16]([CH3:19])[c:17]1=[O:18]. Starting materials: CN([C@@H](CCC(N)=O)C(=O)O)N1C(C2=CC=CC(=C2C1)[N+](=O)[O-])=O (methyl N-(1-oxo-4-nitroisoindolin-2-yl)-L-glutamine). The reagents and catalysts are [Pd] (Pd/C). Run in CO (methanol). Reaction conditions: time 2 hour. The product is CN([C@@H](CCC(N)=O)C(=O)O)N1C(C2=CC=CC(=C2C1)N)=O (Methyl N-(1-oxo-4-aminoisoindolin-2-yl)-L-glutamine). The yield is 88143.9%. Reaction SMILES: [CH3:1][N:2]([N:12]1[CH2:20][C:19]2[C:14](=[CH:15][CH:16]=[CH:17][C:18]=2[N+:21]([O-])=O)[C:13]1=[O:24])[C@H:3]([C:9]([OH:11])=[O:10])[CH2:4][CH2:5][C:6](=[O:8])[NH2:7]>CO.[Pd]>[CH3:1][N:2]([N:12]1[CH2:20][C:19]2[C:14](=[CH:15][CH:16]=[CH:17][C:18]=2[NH2:21])[C:13]1=[O:24])[C@H:3]([C:9]([OH:11])=[O:10])[CH2:4][CH2:5][C:6](=[O:8])[NH2:7]. Procedure: A mixture of methyl N-(1-oxo-4-nitroisoindolin-2-yl)-L-glutamine (6.4 g, 0.02 mmol) and 5% Pd/C (0.6 g) in methanol (100 mL) was stirred under hydrogen (40 psi) at ambient temperature for two hours. The Pd catalyst was filtered off through a pad of Celite. After concentration of the filtrate, the resulting oily residue was triturated with MTBE (30 mL), which yielded a solid after standing at ambient temperature for one hour. The off-white solid was filtered, washed with MTBE (30 mL), and dried t... The solvent is C(C)(=O)O (acetic acid). RXN SMILES: C(=O)C1C=CC=C(OC)C=1.[CH3:11][C:12]1[NH:16][CH:15]=[N:14][C:13]=1[CH2:17][S:18][CH2:19][CH2:20][NH:21][C:22]1[NH:27][C:26](=[O:28])[C:25]([CH2:29][C:30]2[N:31](CC3C=CC(OC)=CC=3)[CH:32]=[CH:33][N:34]=2)=[N:24][N:23]=1.C1(OC)C=CC=CC=1.Br>C(O)(=O)C>[CH3:11][C:12]1[NH:16][CH:15]=[N:14][C:13]=1[CH2:17][S:18][CH2:19][CH2:20][NH:21][C:22]1[NH:27][C:26](=[O:28])[C:25]([CH2:29][C:30]2[NH:34][CH:33]=[CH:32][N:31]=2)=[N:24][N:23]=1. The product is CC1=C(N=CN1)CSCCNC1=NN=C(C(N1)=O)CC=1NC=CN1 (3-[2-(5-methyl-4-imidazolylmethylthio)ethylamino]-6-(2-imidazolylmethyl)-1,2,4-triazin-5-one). Reactants: C(C1=CC(=CC=C1)OC)=O (m-anisaldehyde), CC1=C(N=CN1)CSCCNC1=NN=C(C(N1)=O)CC=1N(C=CN1)CC1=CC=C(C=C1)OC (3-[2-(5-methyl-4-imidazolylmethylthio)ethylamino]-6-(1-(4-methyoxybenzyl)-2-imidazolylmethyl)-1,2,4-triazin-5-one), C1(=CC=CC=C1)OC (anisole), Br (hydrogen bromide). Procedure details: Substitution of 1-(4-methoxybenzyl)-2-imidazole carboxaldehyde for m-anisaldehyde in the general procedure of Example 1 leads to the production of 3-[2-(5-methyl-4-imidazolylmethylthio)ethylamino]-6-(1-(4-methyoxybenzyl)-2-imidazolylmethyl)-1,2,4-triazin-5-one, which when treated with anisole and hydrogen bromide in acetic acid gives 3-[2-(5-methyl-4-imidazolylmethylthio)ethylamino]-6-(2-imidazolylmethyl)-1,2,4-triazin-5-one The reactants are O=C(Cl)c1cccc(C(F)(F)F)c1, CN1CCC(C(=O)c2cccc(N)c2)CC1. Yields the product CN1CCC(C(=O)c2cccc(NC(=O)c3cccc(C(F)(F)F)c3)c2)CC1. As a reaction SMILES: [F:17][C:18]([c:19]1[cH:20][c:21]([C:22](=[O:23])[Cl:24])[cH:25][cH:26][cH:27]1)([F:28])[F:29].[NH2:1][c:2]1[cH:3][c:4]([C:5](=[O:6])[CH:7]2[CH2:8][CH2:9][N:10]([CH3:13])[CH2:11][CH2:12]2)[cH:14][cH:15][cH:16]1>>[NH:1]([c:2]1[cH:3][c:4]([C:5](=[O:6])[CH:7]2[CH2:8][CH2:9][N:10]([CH3:13])[CH2:11][CH2:12]2)[cH:14][cH:15][cH:16]1)[C:22]([c:21]1[cH:20][c:19]([C:18]([F:17])([F:28])[F:29])[cH:27][cH:26][cH:25]1)=[O:23]. Reactants: C1COCCN1, C1CCOC1, O=C(O)c1ccc(S(=O)(=O)Cl)cc1, O. The product is O=C(O)c1ccc(S(=O)(=O)N2CCOCC2)cc1. As a reaction SMILES: [CH2:14]1[CH2:15][O:16][CH2:17][CH2:18][NH:19]1.[CH2:21]1[O:22][CH2:23][CH2:24][CH2:25]1.[Cl:1][S:2](=[O:3])(=[O:4])[c:5]1[cH:6][cH:7][c:8]([C:9](=[O:10])[OH:11])[cH:12][cH:13]1.[OH2:20]>>[S:2](=[O:3])(=[O:4])([c:5]1[cH:6][cH:7][c:8]([C:9](=[O:10])[OH:11])[cH:12][cH:13]1)[N:19]1[CH2:14][CH2:15][O:16][CH2:17][CH2:18]1. The reactants are ClC=1N=C(C2=C(N1)C1=C(O2)C=CC=C1)N1CCOCC1 (2-chloro-4-morpholinobenzofuro[3,2-d]pyrimidine), NC1=NC=C(C=C1)B1OC(C)(C)C(C)(C)O1 (2-Aminopyridine-5-boronic acid pinacol ester). Solvent: COCCOC (1,2 dimethoxyethan), C(=O)([O-])[O-].[Na+].[Na+] (Na2CO3), CCOC(=O)C (EtOAc). Reaction conditions: temperature 90 celsius. The product is O1CCN(CC1)C=1C2=C(N=C(N1)C=1C=CC(=NC1)N)C1=C(O2)C=CC=C1 (5-(4-morpholinobenzofuro[3,2-d]pyrimidin-2-yl)pyridin-2-amine). Isolated yield 4.6%. Reaction SMILES: Cl[C:2]1[N:3]=[C:4]([N:15]2[CH2:20][CH2:19][O:18][CH2:17][CH2:16]2)[C:5]2[O:10][C:9]3[CH:11]=[CH:12][CH:13]=[CH:14][C:8]=3[C:6]=2[N:7]=1.[NH2:21][C:22]1[CH:27]=[CH:26][C:25](B2OC(C)(C)C(C)(C)O2)=[CH:24][N:23]=1>COCCOC.C([O-])([O-])=O.[Na+].[Na+].CCOC(C)=O>[O:18]1[CH2:19][CH2:20][N:15]([C:4]2[C:5]3[O:10][C:9]4[CH:11]=[CH:12][CH:13]=[CH:14][C:8]=4[C:6]=3[N:7]=[C:2]([C:25]3[CH:26]=[CH:27][C:22]([NH2:21])=[N:23][CH:24]=3)[N:3]=2)[CH2:16][CH2:17]1 |f:3.4.5|. Procedure details: Argon gas was bubbled through a mixture of 2-chloro-4-morpholinobenzofuro[3,2-d]pyrimidine (ASA75) (80 mg, 0.276 mmol, 1.0 eq) and 2-Aminopyridine-5-boronic acid pinacol ester (MW 220) (243 mg, 1.10 mmol, 4.0 eq) in 1,2 dimethoxyethan and 2 M Na2CO3 (3:1) (6 mL) for 5 min. dichioro 1,1-bis(diphenylphosphino)ferrocene-palladium(II) dichloromethane complex (MW 732) (5.05 mg, 0.00690 mmol, 0.025 eq) was added and the reaction mixture was heated to reflux (90° C.) for 14 h 45 min, cooled and diluted...